Dataset: the Open Reaction Database (ORD), a public repository of structured organic reaction records. Task: describe an organic reaction: reactants, conditions, products, and yield Starting materials: CN1C(=NC=2C1=NC=C(C2)C(F)(F)F)C2=C(C=CC=C2)SC (3-methyl-2-(2-methylsulfanylphenyl)-6-trifluoromethyl-3H-imidazo[4,5-b]pyridine), I(=O)(=O)(=O)[O-].[Na+] (sodium periodate), C(O)([O-])=O.[Na+] (sodium hydrogen carbonate), S(=S)(=O)([O-])[O-].[Na+].[Na+] (sodium thiosulfate). Solvent: O (water), CO (methanol). Conditions: time 1 hour. The product is CS(=O)C1=C(C=CC=C1)C1=NC=2C(=NC=C(C2)C(F)(F)F)N1C (2-(2-methylsulfinylphenyl)-3-methyl-6-trifluoromethyl-3H-imidazo[4,5-b]pyridine). The yield is 95.3%. Reaction SMILES: [CH3:1][N:2]1[C:6]2=[N:7][CH:8]=[C:9]([C:11]([F:14])([F:13])[F:12])[CH:10]=[C:5]2[N:4]=[C:3]1[C:15]1[CH:20]=[CH:19][CH:18]=[CH:17][C:16]=1[S:21][CH3:22].I([O-])(=O)(=O)=[O:24].[Na+].C(=O)([O-])O.[Na+].S([O-])([O-])(=O)=S.[Na+].[Na+]>O.CO>[CH3:22][S:21]([C:16]1[CH:17]=[CH:18][CH:19]=[CH:20][C:15]=1[C:3]1[N:2]([CH3:1])[C:6]2=[N:7][CH:8]=[C:9]([C:11]([F:14])([F:13])[F:12])[CH:10]=[C:5]2[N:4]=1)=[O:24] |f:1.2,3.4,5.6.7|. Procedure details: To a mixture of 3-methyl-2-(2-methylsulfanylphenyl)-6-trifluoromethyl-3H-imidazo[4,5-b]pyridine (0.32 g), methanol (4 ml) and water (6 ml), sodium periodate (0.42 g) was added under ice-cooling. The mixture was heated to room temperature, and stirred for 1 hour, and then heated to 40° C., and stirred with heating for further 1 hour. Into the reaction mixture cooled to room temperature saturated aqueous sodium hydrogen carbonate solution and saturated aqueous sodium thiosulfate solution were pour... Starting materials: CC(C)(C)c1ccc(S(=O)c2ccc(C(C)(C)C)cc2)cc1, CC(C)(C)c1ccccc1, CS(=O)(=O)O, O. Yields the product CC(C)(C)c1ccc([S+](c2ccc(C(C)(C)C)cc2)c2ccc(C(C)(C)C)cc2)cc1, CS(=O)(=O)[O-]. Reaction SMILES: [C:1]([CH3:2])([CH3:3])([CH3:4])[c:5]1[cH:6][cH:7][c:8]([S:11](=[O:12])[c:13]2[cH:14][cH:15][c:16]([C:19]([CH3:20])([CH3:21])[CH3:22])[cH:17][cH:18]2)[cH:9][cH:10]1.[C:23]([CH3:24])([CH3:25])([CH3:26])[c:27]1[cH:28][cH:29][cH:30][cH:31][cH:32]1.[CH3:33][S:34](=[O:35])(=[O:36])[OH:37].[OH2:38]>>[C:1]([CH3:2])([CH3:3])([CH3:4])[c:5]1[cH:6][cH:7][c:8]([S+:11]([c:13]2[cH:14][cH:15][c:16]([C:19]([CH3:20])([CH3:21])[CH3:22])[cH:17][cH:18]2)[c:30]2[cH:29][cH:28][c:27]([C:23]([CH3:24])([CH3:25])[CH3:26])[cH:32][cH:31]2)[cH:9][cH:10]1.[CH3:33][S:34](=[O:35])(=[O:36])[O-:37]. Reactants: [Al+3], CCOC(=O)c1cc2cc(Br)ccc2n1Cc1ccccc1, [H-], [H-], [H-], [H-], [Li+]. The product is OCc1cc2cc(Br)ccc2n1Cc1ccccc1. As a reaction SMILES: [Al+3:24].[Br:1][c:2]1[cH:3][c:4]2[cH:5][c:6]([C:18](=[O:19])[O:20][CH2:21][CH3:22])[n:7]([CH2:11][c:12]3[cH:13][cH:14][cH:15][cH:16][cH:17]3)[c:8]2[cH:9][cH:10]1.[H-:23].[H-:26].[H-:27].[H-:28].[Li+:25]>>[Br:1][c:2]1[cH:3][c:4]2[cH:5][c:6]([CH2:18][OH:19])[n:7]([CH2:11][c:12]3[cH:13][cH:14][cH:15][cH:16][cH:17]3)[c:8]2[cH:9][cH:10]1. The reactants are [C-]#N.[Na+] (NaCN), [NH4+].[Cl-] (NH4Cl), CN1C(CC(CC1)=O)C (1,2-Dimethyl-4-piperidone). Solvent: CO (MeOH), N (NH3), N (NH3), CO (MeOH). Run at time 2 hour. The product is NC1(CC(N(CC1)C)C)C#N (4-Amino-4-cyano-1,2-dimethyl-piperidine). Reaction SMILES: [CH3:1][N:2]1[CH2:7][CH2:6][C:5](=O)[CH2:4][CH:3]1[CH3:9].[C-:10]#[N:11].[Na+].[NH4+:13].[Cl-]>N.CO>[NH2:13][C:5]1([C:10]#[N:11])[CH2:6][CH2:7][N:2]([CH3:1])[CH:3]([CH3:9])[CH2:4]1 |f:1.2,3.4|. Procedure: 1,2-Dimethyl-4-piperidone (1.23 g, 9.67 mmol, 1.0 equiv) was dissolved in 39 mL of 2 M NH3 in MeOH (8 equiv NH3). To this solution was added NaCN (0.52 g, 10.6 mmol, 1.1 equiv) and NH4Cl (0.57 g, 10.6 mmol, 1.1 equiv). The resulting mixture was refluxed for 2 h at which time an additional 39 mL of 2 M NH3 in MeOH was added followed by an additional 2 h of reflux. The reaction was cooled and filtered. The filtrate was concentrated and taken up in 100 mL of CH2Cl2 giving more salt precipitate whic... Starting materials: S(=O)(=O)(O)O.ON (Hydroxyamine sulfate), COCC(C(CC#N)=O)(C)C (5-methoxy-4,4-dimethyl-3-oxo-pentanenitrile), [OH-].[Na+] (sodium hydroxide). The solvent is O (water), O (water). Conditions: temperature 100 celsius. The product is COCC(C)(C)C1=NOC(=C1)N (3-(2-methoxy-1,1-dimethyl-ethyl)-isoxazol-5-ylamine). As a reaction SMILES: S(O)(O)(=O)=O.[OH:6][NH2:7].[CH3:8][O:9][CH2:10][C:11]([CH3:18])([CH3:17])[C:12](=O)[CH2:13][C:14]#[N:15].[OH-].[Na+]>O>[CH3:8][O:9][CH2:10][C:11]([C:12]1[CH:13]=[C:14]([NH2:15])[O:6][N:7]=1)([CH3:18])[CH3:17] |f:0.1,3.4|. Procedure details: Hydroxyamine sulfate (1.56 g, 9.504 mmol) is added to a stirred solution of 5-methoxy-4,4-dimethyl-3-oxo-pentanenitrile (2.95 g, 19.008 mmol) and sodium hydroxide (1.635 g, 40.865 mmol) in water (40 mL). The reaction mixture is heated in 100° C. oil bath for 6 hours. After this time, the reaction mixture is diluted with water and extracted with ethyl acetate 3 times. The organics are combined and washed with brine, dried over Na2SO4, filtered and concentrated in vacuo. Purification by flash chro... As a reaction SMILES: CC1(C)[O:7][C:6]2[C:8]([O:12][CH2:13][CH:14]3[CH2:18][CH2:17][CH2:16][N:15]3[C:19]([O:21][C:22]([CH3:25])([CH3:24])[CH3:23])=[O:20])=[CH:9][CH:10]=[CH:11][C:5]=2[C:4](=[O:26])C1.[OH-].[K+].[OH:30]S([O-])(=O)=O.[K+]>CS(C)=O>[C:22]([O:21][C:19]([N:15]1[CH2:16][CH2:17][CH2:18][CH:14]1[CH2:13][O:12][C:8]1[C:6]([OH:7])=[C:5]([CH:11]=[CH:10][CH:9]=1)[C:4]([OH:30])=[O:26])=[O:20])([CH3:25])([CH3:23])[CH3:24] |f:1.2,3.4|. Isolated yield 93.0%. Reported procedure: tert-butyl-2-(2, 2-dimethyl-4-oxo-4,4-benzo[1,3]dioxin-8-yloxymethyl)pyrrolidine-1-carboxylate 47 (1.65 g, 4.54 mmol) was dissolved in DMSO (9.5 mL) and then 49% aqueous KOH (1.5 mL) was added to the solution to form a basic reaction mixture. This basic reaction mixture was heated at 60° C. for 40 min. After cooling to room temperature and addition of 0.5 M aqueous KHSO4 (100 mL) gave an acidic suspension. The suspension was extracted with ether (4×250 mL) and the combined extracts were washed w... Starting materials: [OH-].[K+] (KOH), CC1(CC(C2=C(O1)C(=CC=C2)OCC2N(CCC2)C(=O)OC(C)(C)C)=O)C (tert-butyl 2-(2,2-dimethyl-4-oxo-4,4-benzo[1,3]dioxin-8-yloxymethyl)pyrrolidine-1-carboxylate), OS(=O)(=O)[O-].[K+] (KHSO4). Conditions: temperature 60 celsius. Run in CS(=O)C (DMSO). Product: C(C)(C)(C)OC(=O)N1C(CCC1)COC=1C(=C(C(=O)O)C=CC1)O (3-(1-tert-butoxycarbonyl pyrrolidin-2-ylmethoxy)-2-hydroxy benzoic acid).